describe an organic reaction: reactants, conditions, products, and yield From a dataset of the Open Reaction Database (ORD), a public repository of structured organic reaction records. The reactants are CC(=O)c1ccccc1OCC(C)C, CCO, Cl, [K+], O=Cc1ccc2c(c1)OCO2, [OH-], O. Product: CC(C)COc1ccccc1C(=O)C=Cc1ccc2c(c1)OCO2. Reaction SMILES: [CH2:14]([CH:15]([CH3:16])[CH3:17])[O:18][c:19]1[c:20]([C:25]([CH3:26])=[O:27])[cH:21][cH:22][cH:23][cH:24]1.[CH3:30][CH2:31][OH:32].[ClH:28].[K+:2].[O:3]1[CH2:4][O:5][c:6]2[c:7]1[cH:8][cH:9][c:10]([CH:12]=[O:13])[cH:11]2.[OH-:1].[OH2:29]>>[O:3]1[CH2:4][O:5][c:6]2[c:7]1[cH:8][cH:9][c:10]([CH:12]=[CH:26][C:25]([c:20]1[c:19]([O:18][CH2:14][CH:15]([CH3:16])[CH3:17])[cH:24][cH:23][cH:22][cH:21]1)=[O:27])[cH:11]2. Reactants: 53.8, BrCCCCN1C(CSC2=C(C1=O)C=CC=C2)=O (4-(4-bromobutyl)-2,3,4,5-tetrahydro-1,4-benzothiazepine-3,5-dione), O1CCOCC1 (dioxane), N1=C(N=CC=C1)N1CCNCC1 (1-(2-pyrimidinyl)piperazine). Yields the product N1=C(N=CC=C1)C1CCN(CC1)CCCCN1C(CSC2=C(C1=O)C=CC=C2)=O (4-(4-(4-(2-pyrimidinyl)piperadinyl)butyl)-2,3,4,5-tetrahydro-1,4-benzothiazepine-3,5-dione). Yield: 52.0%. RXN SMILES: Br[CH2:2][CH2:3][CH2:4][CH2:5][N:6]1[C:12](=[O:13])[C:11]2[CH:14]=[CH:15][CH:16]=[CH:17][C:10]=2[S:9][CH2:8][C:7]1=[O:18].[N:19]1[CH:24]=[CH:23][CH:22]=[N:21][C:20]=1N1CCNCC1.O1[CH2:36][CH2:35]OCC1>>[N:21]1[CH:22]=[CH:23][CH:24]=[N:19][C:20]=1[CH:36]1[CH2:35][CH2:7][N:6]([CH2:2][CH2:3][CH2:4][CH2:5][N:6]2[C:12](=[O:13])[C:11]3[CH:14]=[CH:15][CH:16]=[CH:17][C:10]=3[S:9][CH2:8][C:7]2=[O:18])[CH2:5][CH2:4]1. Procedure details: To a solution of 53.8 of the compound of Example 13 dissolved in 10 ml of dioxane was added 84.3 mg (3 equivalents) of 1-(2-pyrimidinyl)piperazine, and the mixture heated under reflux for 6 hours. The reaction treatment and purification were conducted in the same manner as in Example 17 to obtain 35.2 mg of the desired compound (yield 52%). The maleate was obtained by converting the product to maleate in a conventional manner, followed by recrystallization from methylene chloride-ether. The reactants are BrC=1C=CC=C2C=CC(=NC12)C1=C(C(=CC(=C1)C(C)(C)C)C(C)(C)C)OC (8-bromo-2-(3,5-di-tert-butyl-2-methoxyphenyl)quinoline), B(Br)(Br)Br (BBr3), C(Cl)Cl (CH2Cl2). Solvent: O (water). Reaction conditions: temperature 20 celsius, time 4 hour. The product is BrC=1C=CC=C2C=CC(=NC12)C1=C(C(=CC(=C1)C(C)(C)C)C(C)(C)C)O (2-(8-Bromo-2-quinolinyl)-4,6-di-tert-butylphenol). As a reaction SMILES: [Br:1][C:2]1[CH:3]=[CH:4][CH:5]=[C:6]2[C:11]=1[N:10]=[C:9]([C:12]1[CH:17]=[C:16]([C:18]([CH3:21])([CH3:20])[CH3:19])[CH:15]=[C:14]([C:22]([CH3:25])([CH3:24])[CH3:23])[C:13]=1[O:26]C)[CH:8]=[CH:7]2.B(Br)(Br)Br.C(Cl)Cl>O>[Br:1][C:2]1[CH:3]=[CH:4][CH:5]=[C:6]2[C:11]=1[N:10]=[C:9]([C:12]1[CH:17]=[C:16]([C:18]([CH3:19])([CH3:20])[CH3:21])[CH:15]=[C:14]([C:22]([CH3:25])([CH3:24])[CH3:23])[C:13]=1[OH:26])[CH:8]=[CH:7]2. Procedure: A mixture of 8-bromo-2-(3,5-di-tert-butyl-2-methoxyphenyl)quinoline (4.89 g, 11.5 mmol), BBr3 (1.63 mL, 18 mmol), and CH2Cl2 (50 mL) is stirred for 4 h at 20° C. The reaction mixture is then diluted with cold water (100 mL). The organic phase is separated, washed with water and brine, and then concentrated. The residue is recrystallized from hexane/benzene. Yield: 3.3 g (70%). Reactants: CCOC(=O)C1=CCCCC1S(=O)(=O)Nc1ccc(F)cc1F, Fc1ccc(CS)c(F)c1. Product: CCOC(=O)C1=CCCCC1SCc1ccc(F)cc1F. Reaction SMILES: [F:1][c:2]1[cH:3][c:4]([F:5])[cH:6][cH:7][c:8]1[NH:9][S:10](=[O:11])(=[O:12])[CH:13]1[CH2:14][CH2:15][CH2:16][CH:17]=[C:18]1[C:19](=[O:20])[O:21][CH2:22][CH3:23].[F:24][c:25]1[c:26]([CH2:32][SH:33])[cH:27][cH:28][c:29]([F:31])[cH:30]1>>[S:10]([CH:13]1[CH2:14][CH2:15][CH2:16][CH:17]=[C:18]1[C:19](=[O:20])[O:21][CH2:22][CH3:23])[CH2:32][c:26]1[c:25]([F:24])[cH:30][c:29]([F:31])[cH:28][cH:27]1. Reported procedure: To a solution of 5.13 g (20.7 mM) of ethyl 3,4-dihydro-5-thia-1,8b-diazaacenaphthylene-4-carboxylate in ethanol (20 ml) was added 12 ml (24 mM) of 2N-aqueous solution of sodium hydroxide at room temperature and the mixture was stirred for 1 hour. To this reaction mixture was added 4 ml (24 mM) of 6N-hydrochloric acid and the resulting crystals were collected by filtration. This crystal crop was rinsed with ethanol and diethyl ether to provide 3,4-dihydro-5-thia-1,8b-diazaacenaphthylene-4-carboxy... Yields the product N=1C=C2CC(SC3=CC=CC1N23)C(=O)O (3,4-dihydro-5-thia-1,8b-diazaacenaphthylene-4-carboxylic acid). Solvent: C(C)O (ethanol). As a reaction SMILES: [N:1]1[CH:2]=[C:3]2[N:12]3[C:7](=[CH:8][CH:9]=[CH:10][C:11]=13)[S:6][CH:5]([C:13]([O:15]CC)=[O:14])[CH2:4]2.[OH-].[Na+].Cl>C(O)C>[N:1]1[CH:2]=[C:3]2[N:12]3[C:7](=[CH:8][CH:9]=[CH:10][C:11]=13)[S:6][CH:5]([C:13]([OH:15])=[O:14])[CH2:4]2 |f:1.2|. Reactants: N=1C=C2CC(SC3=CC=CC1N23)C(=O)OCC (ethyl 3,4-dihydro-5-thia-1,8b-diazaacenaphthylene-4-carboxylate), [OH-].[Na+] (sodium hydroxide), Cl (hydrochloric acid). Conditions: time 1 hour. Reactants: O=C([O-])[O-], CC(C)(C)OC(=O)NCC(NC(=O)OCc1ccccc1)C(=O)O, CN(C)C=O, CI, [K+], [K+]. The product is COC(=O)C(CNC(=O)OC(C)(C)C)NC(=O)OCc1ccccc1. Reaction SMILES: [C:27](=[O:28])([O-:29])[O-:30].[CH2:3]([c:4]1[cH:5][cH:6][cH:7][cH:8][cH:9]1)[O:10][C:11](=[O:12])[NH:13][CH:14]([C:15](=[O:16])[OH:17])[CH2:18][NH:19][C:20](=[O:21])[O:22][C:23]([CH3:24])([CH3:25])[CH3:26].[CH3:33][N:34]([CH3:35])[CH:36]=[O:37].[I:1][CH3:2].[K+:31].[K+:32]>>[CH2:3]([c:4]1[cH:5][cH:6][cH:7][cH:8][cH:9]1)[O:10][C:11](=[O:12])[NH:13][CH:14]([C:15](=[O:16])[O:17][CH3:27])[CH2:18][NH:19][C:20](=[O:21])[O:22][C:23]([CH3:24])([CH3:25])[CH3:26]. Reactants: C1(CCCC1)=O (cyclopentanone), Cl (HCl), BrC1=CC=C(C=C1)C1OCCO1 (2-(4-bromophenyl)-[1,3]dioxolane), [Mg] (magnesium), II (iodine). Run in C1CCOC1 (THF), C1CCOC1 (THF), C1CCOC1 (THF), C1CCOC1 (THF). Conditions: temperature 55 celsius, time 1 hour. Product: O1C(OCC1)C1=CC=C(C=C1)C1(CCCC1)O (1-(4-[1,3]dioxolan-2-yl-phenyl)-cyclopentanol). As a reaction SMILES: Br[C:2]1[CH:7]=[CH:6][C:5]([CH:8]2[O:12][CH2:11][CH2:10][O:9]2)=[CH:4][CH:3]=1.[Mg].II.[C:16]1(=[O:21])[CH2:20][CH2:19][CH2:18][CH2:17]1.Cl>C1COCC1>[O:9]1[CH2:10][CH2:11][O:12][CH:8]1[C:5]1[CH:6]=[CH:7][C:2]([C:16]2([OH:21])[CH2:20][CH2:19][CH2:18][CH2:17]2)=[CH:3][CH:4]=1. Procedure details: A solution of 2-(4-bromophenyl)-[1,3]dioxolane (1.15 g, 5.00 mmol) in THF (5.0 ml) is added dropwise at 55° C. to magnesium turnings (146 mg, 6.0 mmol) and a crystal of iodine in THF (5 ml). The mixture is stirred for 1 h at 55° C. Then a solution of cyclopentanone (465 μl, 5.25 mmol) in THF (5 ml) is added dropwise and the mixture is stirred for another hour at 55° C. The reaction mixture is diluted with THF, acidified with 1 N HCl (4 ml) and washed three times with brine. The organic phase is ... Starting materials: C[Li] (Methyllithium), ClC(C)Cl (dichloroethane), [Cl-].[NH4+] (ammonium chloride), C[Si](C)(C)Cl (Trimethylsilyl chloride), COCCCOC=1C=C(C=CC1O[Si](C(C)C)(C(C)C)C(C)C)C(=CC(=O)OCC)C (ethyl 3-{3-(3-methoxypropoxy)-4-[(triisopropylsilyl)oxy]phenyl}but-2-enoate). Reagents/catalysts: [Cu]I (copper (I) iodide). Solvent: C(C)OCC (diethyl ether). Conditions: temperature -78 celsius, time 10 minute. Product: COCCCOC=1C=C(C=CC1O[Si](C(C)C)(C(C)C)C(C)C)C(CC(=O)OCC)(C)C (Ethyl 3-{3-(3-methoxypropoxy)-4-[(triisopropylsilyl)oxy]phenyl}-3-methylbutanoate). Isolated yield 103.2%. As a reaction SMILES: C[Li].[CH3:3][Si](Cl)(C)C.[CH3:8][O:9][CH2:10][CH2:11][CH2:12][O:13][C:14]1[CH:15]=[C:16]([C:31]([CH3:38])=[CH:32][C:33]([O:35][CH2:36][CH3:37])=[O:34])[CH:17]=[CH:18][C:19]=1[O:20][Si:21]([CH:28]([CH3:30])[CH3:29])([CH:25]([CH3:27])[CH3:26])[CH:22]([CH3:24])[CH3:23].ClC(Cl)C.[Cl-].[NH4+]>C(OCC)C.[Cu]I>[CH3:8][O:9][CH2:10][CH2:11][CH2:12][O:13][C:14]1[CH:15]=[C:16]([C:31]([CH3:3])([CH3:38])[CH2:32][C:33]([O:35][CH2:36][CH3:37])=[O:34])[CH:17]=[CH:18][C:19]=1[O:20][Si:21]([CH:28]([CH3:29])[CH3:30])([CH:22]([CH3:23])[CH3:24])[CH:25]([CH3:27])[CH3:26] |f:4.5|. Reported procedure: At 0° C., copper (I) iodide (4.11 g, 21.6 mmol) was dissolved in diethyl ether (10 mL). Methyllithium (1.6N, 27 mL) was added and the mixture was stirred for 10 minutes. The solvent was removed under reduced pressure and cold dichloromethane (10 mL) was added. The solvent was removed under reduced pressure. Cold dichloroethane (83 mL) was added and the mixture was cooled to −78° C. Trimethylsilyl chloride (2.73 mL, 21.6 mmol) was added, followed by a solution of ethyl 3-{3-(3-methoxypropoxy)-4-[...